This data is from the Open Reaction Database (ORD), a public repository of structured organic reaction records. The task is: describe an organic reaction: reactants, conditions, products, and yield Reactants: NC1=CC=C(C=C1)C1=CC=C(N1C)C#N (5-(4-aminophenyl)-1-methyl-1H-pyrrole-2-carbonitrile), C1(=CC=C(C=C1)S(=O)(=O)Cl)C (p-toluenesulfonyl chloride). Yields the product C(#N)C1=CC=C(N1C)C1=CC=C(C=C1)NS(=O)(=O)C1=CC=C(C=C1)C (N-[4-(5-cyano-1-methyl-1H-pyrrol-2-yl)phenyl]-4-methyl benzenesulfonamide). RXN SMILES: [NH2:1][C:2]1[CH:7]=[CH:6][C:5]([C:8]2[N:12]([CH3:13])[C:11]([C:14]#[N:15])=[CH:10][CH:9]=2)=[CH:4][CH:3]=1.[C:16]1([CH3:26])[CH:21]=[CH:20][C:19]([S:22](Cl)(=[O:24])=[O:23])=[CH:18][CH:17]=1>>[C:14]([C:11]1[N:12]([CH3:13])[C:8]([C:5]2[CH:6]=[CH:7][C:2]([NH:1][S:22]([C:19]3[CH:20]=[CH:21][C:16]([CH3:26])=[CH:17][CH:18]=3)(=[O:24])=[O:23])=[CH:3][CH:4]=2)=[CH:9][CH:10]=1)#[N:15]. Procedure: The title compound was prepared according to general procedure for sulfonylation of 5-(4-aminophenyl)-1-methyl-1H-pyrrole-2-carbonitrile using p-toluenesulfonyl chloride (105 mg, 0.55 mmol) to provide N-[4-(5-cyano-1-methyl-1H-pyrrol-2-yl)phenyl]-4-methyl benzenesulfonamide (0.036 g). The reactants are CC=1N=C(SC1[C@@H](C)O)C1=CC=C(C=C1)C(F)(F)F ((R)-1-[4-methyl-2-(4-trifluoromethyl-phenyl)-thiazol-5-yl]-ethanol), C(CCC)P(CCCC)CCCC (tributylphosphine), CN(C(=O)N=NC(=O)N(C)C)C (N,N,N′,N′-tetramethyl azodicarboxamide), C(C)(C)(C)OC(CN1C=CC2=CC=C(C=C12)O)=O ((6-hydroxy-indol-1-yl)-acetic acid tert-butyl ester). The product is C(C)(C)(C)OC(CN1C=CC2=CC=C(C=C12)O[C@H](C)C1=C(N=C(S1)C1=CC=C(C=C1)C(F)(F)F)C)=O ((R)-(6-{1-[4-methyl-2-(4-trifluoromethyl-phenyl)-thiazol-5-yl]-ethoxy}-indol-1-yl)-acetic acid tert-butyl ester). Reaction SMILES: [C:1]([O:5][C:6](=[O:18])[CH2:7][N:8]1[C:16]2[C:11](=[CH:12][CH:13]=[C:14]([OH:17])[CH:15]=2)[CH:10]=[CH:9]1)([CH3:4])([CH3:3])[CH3:2].[CH3:19][C:20]1[N:21]=[C:22]([C:28]2[CH:33]=[CH:32][C:31]([C:34]([F:37])([F:36])[F:35])=[CH:30][CH:29]=2)[S:23][C:24]=1[C@H:25](O)[CH3:26].C(P(CCCC)CCCC)CCC.CN(C)C(N=NC(N(C)C)=O)=O>>[C:1]([O:5][C:6](=[O:18])[CH2:7][N:8]1[C:16]2[C:11](=[CH:12][CH:13]=[C:14]([O:17][C@@H:25]([C:24]3[S:23][C:22]([C:28]4[CH:29]=[CH:30][C:31]([C:34]([F:36])([F:37])[F:35])=[CH:32][CH:33]=4)=[N:21][C:20]=3[CH3:19])[CH3:26])[CH:15]=2)[CH:10]=[CH:9]1)([CH3:4])([CH3:2])[CH3:3]. Procedure: In analogy to the procedure described in example 3 c], (6-hydroxy-indol-1-yl)-acetic acid tert-butyl ester (example 6 b]) was reacted with (S)-1-[4-methyl-2-(4-trifluoromethyl-phenyl)-thiazol-5-yl]-ethanol [ee=95%; PCT Int. Appl. (2002), WO 02/062774 A1] in the presence of tributylphosphine and N,N,N′,N′-tetramethyl azodicarboxamide to obtain (R)-(6-{1-[4-methyl-2-(4-trifluoromethyl-phenyl)-thiazol-5-yl]-ethoxy}-indol-1-yl)-acetic acid tert-butyl ester as colorless oil. The configuration was ten... Reactants: Intermediate 223, C(C)(=O)Cl (acetyl chloride), C(C)(C)(C)OC(COC1=C(C=C(C=C1)Cl)C#CC1=CC=C(C=C1)N)=O (tert-butyl{2-[(4-aminophenyl)ethynyl]-4-chlorophenoxy}acetate), C(C)(C)(C)OC(COC1=C(C=C(C=C1)Cl)C#CC1=CC=C(C=C1)N)=O (tert-butyl{2-[(4-aminophenyl)ethynyl]-4-chlorophenoxy}acetate). Yield: 91.0%. Yields the product C(C)(C)(C)OC(COC1=C(C=C(C=C1)Cl)C#CC1=CC=C(C=C1)NC(C)=O)=O (tert-butyl(2-{[4-(acetylamino)phenyl]ethynyl}-4-chlorophenoxy)acetate). As a reaction SMILES: [C:1]([O:5][C:6](=[O:25])[CH2:7][O:8][C:9]1[CH:14]=[CH:13][C:12]([Cl:15])=[CH:11][C:10]=1[C:16]#[C:17][C:18]1[CH:23]=[CH:22][C:21]([NH2:24])=[CH:20][CH:19]=1)([CH3:4])([CH3:3])[CH3:2].[C:26](Cl)(=[O:28])[CH3:27]>>[C:1]([O:5][C:6](=[O:25])[CH2:7][O:8][C:9]1[CH:14]=[CH:13][C:12]([Cl:15])=[CH:11][C:10]=1[C:16]#[C:17][C:18]1[CH:19]=[CH:20][C:21]([NH:24][C:26](=[O:28])[CH3:27])=[CH:22][CH:23]=1)([CH3:4])([CH3:2])[CH3:3]. Reported procedure: Following the general method as outlined in Intermediate 223, starting from tert-butyl{2-[(4-aminophenyl)ethynyl]-4-chlorophenoxy}acetate (Intermediate 222) and acetyl chloride, the title compound was obtained in 91% yield after purification by flash column chromatography (silica), eluting with cyclohexane containing increasing amounts of EtOAc. Reactants: [N+](=O)([O-])C1=CC(=C(C=C1)OC)F (4-nitro-2-fluoroanisol). The reagents and catalysts are [C].[Pd] (palladium carbon), [C].[Pd] (palladium carbon). Solvent: O1CCOCC1 (1,4-dioxane). Yields the product NC1=CC(=C(C=C1)OC)F (4-amino-2-fluoroanisol). Isolated yield 104.3%. Reaction SMILES: [N+:1]([C:4]1[CH:9]=[CH:8][C:7]([O:10][CH3:11])=[C:6]([F:12])[CH:5]=1)([O-])=O>O1CCOCC1.[C].[Pd]>[NH2:1][C:4]1[CH:9]=[CH:8][C:7]([O:10][CH3:11])=[C:6]([F:12])[CH:5]=1 |f:2.3|. Reported procedure: [I] 2 g of 5% palladium carbon was added to a solution prepared by dissolving 10 g of 4-nitro-2-fluoroanisol in 150 ml of 1,4-dioxane, and the mixture was subjected to catalytic reduction under a hydrogen gas pressure of 4 kg/cm2 at room temperature for 30 minutes. After the completion of the reaction, palladium carbon was removed by filtration, and the solvent was distilled off under reduced pressure to obtain 8.6 g of 4-amino-2-fluoroanisol.